This data is from the Open Reaction Database (ORD), a public repository of structured organic reaction records. The task is: describe an organic reaction: reactants, conditions, products, and yield Reactants: [BH4-], N#C[Na], O=Cc1ccc(OCc2ccccc2)c(OCc2ccccc2)c1, CC(=O)O, CO, CC(C)(C)OC(=O)NCc1cccc(C(O)c2cc(Cl)ccc2N)c1. Yields the product CC(C)(C)OC(=O)NCc1cccc(C(O)c2cc(Cl)ccc2NCc2ccc(OCc3ccccc3)c(OCc3ccccc3)c2)c1. RXN SMILES: [BH4-:54].[C:55]([Na:56])#[N:57].[CH2:26]([c:27]1[cH:28][cH:29][cH:30][cH:31][cH:32]1)[O:33][c:34]1[cH:35][c:36]([CH:37]=[O:38])[cH:39][cH:40][c:41]1[O:42][CH2:43][c:44]1[cH:45][cH:46][cH:47][cH:48][cH:49]1.[CH3:50][C:51](=[O:52])[OH:53].[CH3:58][OH:59].[NH2:1][c:2]1[c:3]([CH:4]([c:5]2[cH:6][c:7]([CH2:11][NH:12][C:13](=[O:14])[O:15][C:16]([CH3:17])([CH3:18])[CH3:19])[cH:8][cH:9][cH:10]2)[OH:20])[cH:21][c:22]([Cl:25])[cH:23][cH:24]1>>[NH:1]([c:2]1[c:3]([CH:4]([c:5]2[cH:6][c:7]([CH2:11][NH:12][C:13](=[O:14])[O:15][C:16]([CH3:17])([CH3:18])[CH3:19])[cH:8][cH:9][cH:10]2)[OH:20])[cH:21][c:22]([Cl:25])[cH:23][cH:24]1)[CH2:37][c:36]1[cH:35][c:34]([O:33][CH2:26][c:27]2[cH:28][cH:29][cH:30][cH:31][cH:32]2)[c:41]([O:42][CH2:43][c:44]2[cH:45][cH:46][cH:47][cH:48][cH:49]2)[cH:40][cH:39]1. Starting materials: CC1=C(N=C(O1)C1=CC=CC=C1)COC=1C=C(C=CC1)OC(C)=O (acetic acid 3-(5-methyl-2-phenyl-oxazol-4-ylmethoxy)-phenyl ester), [OH-].[Na+] (sodium hydroxide). Run in CO (methanol), O (water). Conditions: time 4 hour. Yields the product CC1=C(N=C(O1)C1=CC=CC=C1)COC=1C=C(C=CC1)O (3-(5-methyl-2-phenyl-oxazol-4-ylmethoxy)-phenol). RXN SMILES: [CH3:1][C:2]1[O:6][C:5]([C:7]2[CH:12]=[CH:11][CH:10]=[CH:9][CH:8]=2)=[N:4][C:3]=1[CH2:13][O:14][C:15]1[CH:16]=[C:17]([O:21]C(=O)C)[CH:18]=[CH:19][CH:20]=1.[OH-].[Na+]>CO.O>[CH3:1][C:2]1[O:6][C:5]([C:7]2[CH:8]=[CH:9][CH:10]=[CH:11][CH:12]=2)=[N:4][C:3]=1[CH2:13][O:14][C:15]1[CH:16]=[C:17]([OH:21])[CH:18]=[CH:19][CH:20]=1 |f:1.2|. Procedure: To a stirred solution of the title A compound, acetic acid 3-(5-methyl-2-phenyl-oxazol-4-ylmethoxy)-phenyl ester (3.92 g, 12.14 mmol) in methanol (15 mL) is added sodium hydroxide (0.97 g, 24.27 mmol) in water (15 mL) at RT. The reaction mixture is stirred for 4 h. The reaction mixture is concentrated at reduced pressure, poured into water, the aqueous layer is separated, washed with ethyl acetate twice, acidified with concentrated HCl and extracted three times with ethyl acetate. The combined e... Starting materials: COC(=O)Cc1cccc(OCc2cccc(OCc3nc(-c4ccccc4)oc3C)n2)c1, CO, [Na+], C1CCOC1, [OH-]. Yields the product Cc1oc(-c2ccccc2)nc1COc1cccc(COc2cccc(CC(=O)O)c2)n1. RXN SMILES: [CH3:1][c:2]1[c:3]([CH2:13][O:14][c:15]2[cH:16][cH:17][cH:18][c:19]([CH2:21][O:22][c:23]3[cH:24][c:25]([CH2:29][C:30](=[O:31])[O:32][CH3:33])[cH:26][cH:27][cH:28]3)[n:20]2)[n:4][c:5](-[c:7]2[cH:8][cH:9][cH:10][cH:11][cH:12]2)[o:6]1.[CH3:41][OH:42].[Na+:40].[O:34]1[CH2:35][CH2:36][CH2:37][CH2:38]1.[OH-:39]>>[CH3:1][c:2]1[c:3]([CH2:13][O:14][c:15]2[cH:16][cH:17][cH:18][c:19]([CH2:21][O:22][c:23]3[cH:24][c:25]([CH2:29][C:30](=[O:31])[OH:32])[cH:26][cH:27][cH:28]3)[n:20]2)[n:4][c:5](-[c:7]2[cH:8][cH:9][cH:10][cH:11][cH:12]2)[o:6]1. The reactants are BrC(C(C1=CC=C(C=C1)OC)(OC)OC)C (2-bromo-1,1-dimethoxy-1-(4-methoxyphenyl)-propane), NC(=O)N (urea), C([O-])([O-])=O.[Ca+2] (calcium carbonate). The solvent is CN(C=O)C (N,N-dimethylformamide). Reaction conditions: temperature 95 celsius, time 32 hour. Product: COC1=CC=C(C=C1)C(C(=O)O)C (2-(4-methoxyphenyl)-propionic acid). The yield is 92.0%. RXN SMILES: Br[CH:2](C)[C:3](OC)(OC)[C:4]1[CH:9]=[CH:8][C:7]([O:10][CH3:11])=[CH:6][CH:5]=1.NC(N)=O.[C:21](=O)([O-:23])[O-:22].[Ca+2]>CN(C)C=O>[CH3:11][O:10][C:7]1[CH:6]=[CH:5][C:4]([CH:3]([CH3:2])[C:21]([OH:23])=[O:22])=[CH:9][CH:8]=1 |f:2.3|. Reported procedure: A mixture of 2-bromo-1,1-dimethoxy-1-(4-methoxyphenyl)-propane (2.9 g; 10 mmol), N,N-dimethylformamide (13 g), urea (6 g) and calcium carbonate (1.2 g; 12 mmol) is heated at 95° C. under stirring for 32 h. The reaction mixture is worked up as described in example 1a to give 2-(4-methoxyphenyl)-propionic acid (1.7 g; 9.2 mmol; yield 92%), m.p. 56°-57° C. Reactants: CCO, CC(=O)O, CNc1cc(F)ccc1C(=O)CS(C)=O, [Zn]. Product: CNc1cc(F)ccc1C(C)=O. RXN SMILES: [CH3:16][CH2:17][OH:18].[CH3:19][C:20](=[O:21])[OH:22].[F:1][c:2]1[cH:3][c:4]([NH:14][CH3:15])[c:5]([C:8]([CH2:9][S:10]([CH3:11])=[O:12])=[O:13])[cH:6][cH:7]1.[Zn:23]>>[F:1][c:2]1[cH:3][c:4]([NH:14][CH3:15])[c:5]([C:8]([CH3:9])=[O:13])[cH:6][cH:7]1. Starting materials: Cl (hydrochloric acid), C(C)O (Ethanol), O[C@H]1[C@H]2[C@@H]3CC[C@H]([C@H](C)C=O)[C@]3(CC[C@@H]2[C@]2(C=CC(C=C2C1)=O)C)C ((7α,20S)-7-hydroxy-3-oxo-pregna-1,4-diene-20-carbaldehyde), [BH4-].[Na+] (sodium borohydride). The solvent is O (water). Product: O[C@H]1[C@H]2[C@@H]3CC[C@H]([C@@H](CO)C)[C@]3(CC[C@@H]2[C@]2(C=CC(C=C2C1)=O)C)C ((7α,20S)-7,21-dihydroxy-20-methyl-pregna-1,4-dien-3-one). The yield is 93.4%. RXN SMILES: C(O)C.[OH:4][C@@H:5]1[CH2:25][C:24]2[C@:19]([CH3:27])([CH:20]=[CH:21][C:22](=[O:26])[CH:23]=2)[C@@H:18]2[C@@H:6]1[C@H:7]1[C@:15]([CH3:28])([CH2:16][CH2:17]2)[C@@H:10]([C@@H:11]([CH:13]=[O:14])[CH3:12])[CH2:9][CH2:8]1.[BH4-].[Na+].Cl>O>[OH:4][C@@H:5]1[CH2:25][C:24]2[C@:19]([CH3:27])([CH:20]=[CH:21][C:22](=[O:26])[CH:23]=2)[C@@H:18]2[C@@H:6]1[C@H:7]1[C@:15]([CH3:28])([CH2:16][CH2:17]2)[C@@H:10]([C@H:11]([CH3:12])[CH2:13][OH:14])[CH2:9][CH2:8]1 |f:2.3|. Procedure details: Ethanol (200 ml) was added to 20.0 g of (7α,20S)-7-hydroxy-3-oxo-pregna-1,4-diene-20-carbaldehyde. To this solution was added 0.61 g of sodium borohydride in several portions with stirring under ice cooling. After completion of the addition, the mixture was further stirred for 1 hour under ice cooling. The reaction mixture was neutralized with 1 N hydrochloric acid, then 200 ml of water was added, and the ethanol was distilled off under reduced pressure. The precipitate was collected by filtrati... Reactants: CC(C)(C)[Si](OCC=CCC(c1cc(F)ccc1F)S(=O)(=O)c1ccc(Cl)cc1)(c1ccccc1)c1ccccc1, CCCC[N+](CCCC)(CCCC)CCCC, CCCCCC, [F-], C1CCOC1, O. Yields the product O=S(=O)(c1ccc(Cl)cc1)C(CC=CCO)c1cc(F)ccc1F. As a reaction SMILES: [C:1]([Si:2]([c:3]1[cH:4][cH:5][cH:30][cH:31][cH:32]1)([O:6][CH2:7][CH:8]=[CH:9][CH2:10][CH:11]([S:12](=[O:13])(=[O:14])[c:15]1[cH:16][cH:17][c:18]([Cl:21])[cH:19][cH:20]1)[c:22]1[c:23]([F:29])[cH:24][cH:25][c:26]([F:28])[cH:27]1)[c:33]1[cH:34][cH:35][cH:36][cH:37][cH:38]1)([CH3:39])([CH3:40])[CH3:41].[CH3:43][CH2:44][CH2:45][CH2:46][N+:47]([CH2:48][CH2:49][CH2:50][CH3:51])([CH2:52][CH2:53][CH2:54][CH3:55])[CH2:56][CH2:57][CH2:58][CH3:59].[CH3:66][CH2:67][CH2:68][CH2:69][CH2:70][CH3:71].[F-:42].[O:61]1[CH2:62][CH2:63][CH2:64][CH2:65]1.[OH2:60]>>[OH:6][CH2:7][CH:8]=[CH:9][CH2:10][CH:11]([S:12](=[O:13])(=[O:14])[c:15]1[cH:16][cH:17][c:18]([Cl:21])[cH:19][cH:20]1)[c:22]1[c:23]([F:29])[cH:24][cH:25][c:26]([F:28])[cH:27]1.